describe an organic reaction: reactants, conditions, products, and yield From a dataset of the Open Reaction Database (ORD), a public repository of structured organic reaction records. The reactants are C1CCCCC1, CI, CCO, CCn1c(-c2ccc(Cl)cc2)n[nH]c1=O, [Na+], [OH-]. RXN SMILES: [CH2:23]1[CH2:24][CH2:25][CH2:26][CH2:27][CH2:28]1.[CH3:18][I:19].[CH3:20][CH2:21][OH:22].[Cl:1][c:2]1[cH:3][cH:4][c:5](-[c:8]2[n:9]([CH2:14][CH3:15])[c:10](=[O:13])[nH:11][n:12]2)[cH:6][cH:7]1.[Na+:17].[OH-:16]>>[Cl:1][c:2]1[cH:3][cH:4][c:5](-[c:8]2[n:9]([CH2:14][CH3:15])[c:10](=[O:13])[n:11]([CH3:20])[n:12]2)[cH:6][cH:7]1. Yields the product CCn1c(-c2ccc(Cl)cc2)nn(C)c1=O. The reactants are C(C)(C)N(CC)C(C)C (diisopropylethylamine), N1CC(C(=O)OCC)CCC1 (ethyl nipecotate), C(C1=CC=CC=C1)(=O)Cl (Benzoyl chloride). Run in ClCCl (dichloromethane), ClCCl (dichloromethane). Conditions: time 2.5 hour. Yields the product C(C1=CC=CC=C1)(=O)N1CC(CCC1)C(=O)OCC (ethyl 1-benzoyl-3-piperidinecarboxylate). Yield: 95.6%. As a reaction SMILES: [NH:1]1[CH2:11][CH2:10][CH2:9][CH:3]([C:4]([O:6][CH2:7][CH3:8])=[O:5])[CH2:2]1.C(N(C(C)C)CC)(C)C.[C:21](Cl)(=[O:28])[C:22]1[CH:27]=[CH:26][CH:25]=[CH:24][CH:23]=1>ClCCl>[C:21]([N:1]1[CH2:11][CH2:10][CH2:9][CH:3]([C:4]([O:6][CH2:7][CH3:8])=[O:5])[CH2:2]1)(=[O:28])[C:22]1[CH:27]=[CH:26][CH:25]=[CH:24][CH:23]=1. Reported procedure: Commercially available ethyl nipecotate (1.48 ml; 9.53 mmol) was dissolved in dichloromethane (20 ml), and diisopropylethylamine (1.82 ml; 10.45 mmol) was added. Benzoyl chloride (1.1 ml; 9.53 mmol) was then added slowly to control any rise in reaction temperature. After addition was complete the mixture was allowed to stir at ambient temperature for approximately 1-4 hours. The mixture was then diluted with fresh dichloromethane and washed with 1 N HCl. The dichloromethane solution was dried wi... Reactants: IC1=CN(C=2N=CC=3N(C21)C=NN3)COCC[Si](C)(C)C (8-iodo-6-((2-(trimethylsilyl)ethoxy)methyl)-6H-pyrrolo[2,3-e][1,2,4]triazolo[4,3-a]pyrazine), TEA, CO (MeOH), CN(C)C=O (DMF). The reagents and catalysts are C1=CC=C(C=C1)P([C-]2C=CC=C2)C3=CC=CC=C3.C1=CC=C(C=C1)P([C-]2C=CC=C2)C3=CC=CC=C3.Cl[Pd]Cl.[Fe+2] ([1,1′-bis(diphenylphosphino)ferrocene]dichloropalladium(II)). Reaction conditions: temperature 100 celsius, time 4.5 hour. Product: C[Si](CCOCN1C=C(C2=C1N=CC=1N2C=NN1)C(=O)OC)(C)C (methyl 6-((2-(trimethylsilyl)ethoxy)methyl)-6H-pyrrolo[2,3-e][1,2,4]triazolo[4,3-a]pyrazine-8-carboxylate). Isolated yield 74.0%. Reaction SMILES: I[C:2]1[C:10]2[N:9]3[CH:11]=[N:12][N:13]=[C:8]3[CH:7]=[N:6][C:5]=2[N:4]([CH2:14][O:15][CH2:16][CH2:17][Si:18]([CH3:21])([CH3:20])[CH3:19])[CH:3]=1.[CH3:22][OH:23].CN([CH:27]=[O:28])C>C1C=CC(P(C2C=CC=CC=2)[C-]2C=CC=C2)=CC=1.C1C=CC(P(C2C=CC=CC=2)[C-]2C=CC=C2)=CC=1.Cl[Pd]Cl.[Fe+2]>[CH3:19][Si:18]([CH3:21])([CH3:20])[CH2:17][CH2:16][O:15][CH2:14][N:4]1[C:5]2[N:6]=[CH:7][C:8]3[N:9]([CH:11]=[N:12][N:13]=3)[C:10]=2[C:2]([C:22]([O:28][CH3:27])=[O:23])=[CH:3]1 |f:3.4.5.6|. Procedure details: To a solution of 8-iodo-6-((2-(trimethylsilyl)ethoxy)methyl)-6H-pyrrolo[2,3-e][1,2,4]triazolo[4,3-a]pyrazine (0.050 g, 0.12 mmol, prepared using KK from Preparation #GGG.1.1 and NaH), TEA (0.034 mL, 0.24 mmol), MeOH (0.25 mL, 6.2 mmol), and DMF (0.6 mL) purged with nitrogen was added [1,1′-bis(diphenylphosphino)ferrocene]dichloropalladium(II) (0.0098 g, 0.012 mmol). The mixture was purged with CO and a balloon of CO was attached to the reaction vessel. The mixture was warmed to about 100° C. Aft... Reactants: FC1=CC=C(C=C1)S(=O)(=O)N1[C@@H](CCC1)C(=O)N ((2S)-1-[(4-fluorophenyl)sulfonyl]-2-pyrrolidinecarboxamide), C(C(=O)Cl)(=O)Cl (oxalyl chloride). Product: FC1=CC=C(C=C1)S(=O)(=O)N1[C@@H](CCC1)C#N ((2S)-1-[(4-fluorophenyl)sulfonyl]-2-pyrrolidinecarbonitrile). As a reaction SMILES: [F:1][C:2]1[CH:7]=[CH:6][C:5]([S:8]([N:11]2[CH2:15][CH2:14][CH2:13][C@H:12]2[C:16]([NH2:18])=O)(=[O:10])=[O:9])=[CH:4][CH:3]=1.C(Cl)(=O)C(Cl)=O>>[F:1][C:2]1[CH:3]=[CH:4][C:5]([S:8]([N:11]2[CH2:15][CH2:14][CH2:13][C@H:12]2[C:16]#[N:18])(=[O:10])=[O:9])=[CH:6][CH:7]=1. Reported procedure: The title compound was prepared by a similar method to Preparation 3 from (2S)-1-[(4-fluorophenyl)sulfonyl]-2-pyrrolidinecarboxamide [see Preparation 50] and oxalyl chloride. The crude product was purified by column chromatography on silica gel eluting with dichloromethane to afford (2S)-1-[(4-fluorophenyl)sulfonyl]-2-pyrrolidinecarbonitrile as a white solid. RXN SMILES: [N:1]1([CH2:7][CH2:8][OH:9])[CH2:6][CH2:5][NH:4][CH2:3][CH2:2]1.[CH2:10](Br)[C:11]1[CH:16]=[CH:15][CH:14]=[CH:13][CH:12]=1>>[CH2:10]([N:4]1[CH2:5][CH2:6][N:1]([CH2:7][CH2:8][OH:9])[CH2:2][CH2:3]1)[C:11]1[CH:16]=[CH:15][CH:14]=[CH:13][CH:12]=1. Procedure details: 1-Piperazineethanol was benzylated with benzyl bromide in the same manner as Reference Example 1-(1) to give 4-benzyl-1-piperazineethanol as an oil. Yield 80.8%. NMR(CDCl3)δ: 2.42-2.65(10H, m), 3.33(1H, s), 3.49(2H, s), 3.59(2H, t, J=5), 7.23(5H, s). Yields the product C(C1=CC=CC=C1)N1CCN(CC1)CCO (4-benzyl-1-piperazineethanol). Starting materials: N1(CCNCC1)CCO (1-Piperazineethanol), C(C1=CC=CC=C1)Br (benzyl bromide). The yield is 80.8%. Starting materials: C1(=CC=CC=C1)C=1N=C2N(C=CC(=C2)N)C1 (2-phenylimidazo[1,2-a]pyridin-7-amine), C(C)(C)N(CC)C(C)C (Diisopropylethylamine), F[B-](F)(F)F.N1(N=NC2=C1C=CC=C2)OC(=[N+](C)C)N(C)C (O-(benzotriazol-1-yl)-N,N,N′,N′-tetramethyluronium tetrafluoroborate), ClC1=C(N=C(S1)C=1C=NN(C1C(=O)O)C)C(F)F (4-(5-chloro-4-(difluoromethyl)thiazol-2-yl)-1-methyl-1H-pyrazole-5-carboxylic acid). Solvent: CN(C=O)C (N,N-dimethylformamide). Reaction conditions: time 30 minute. Yields the product ClC1=C(N=C(S1)C=1C=NN(C1C(=O)NC1=CC=2N(C=C1)C=C(N2)C2=CC=CC=C2)C)C(F)F (4-(5-chloro-4-(difluoromethyl)thiazol-2-yl)-1-methyl-N-(2-phenylimidazo[1,2-a]pyridin-7-yl)-1H-pyrazole-5-carboxamide). The yield is 1.4%. RXN SMILES: C(N(C(C)C)CC)(C)C.F[B-](F)(F)F.N1(OC(N(C)C)=[N+](C)C)C2C=CC=CC=2N=N1.[Cl:32][C:33]1[S:37][C:36]([C:38]2[CH:39]=[N:40][N:41]([CH3:46])[C:42]=2[C:43]([OH:45])=O)=[N:35][C:34]=1[CH:47]([F:49])[F:48].[C:50]1([C:56]2[N:57]=[C:58]3[CH:63]=[C:62]([NH2:64])[CH:61]=[CH:60][N:59]3[CH:65]=2)[CH:55]=[CH:54][CH:53]=[CH:52][CH:51]=1>CN(C)C=O>[Cl:32][C:33]1[S:37][C:36]([C:38]2[CH:39]=[N:40][N:41]([CH3:46])[C:42]=2[C:43]([NH:64][C:62]2[CH:61]=[CH:60][N:59]3[CH:65]=[C:56]([C:50]4[CH:55]=[CH:54][CH:53]=[CH:52][CH:51]=4)[N:57]=[C:58]3[CH:63]=2)=[O:45])=[N:35][C:34]=1[CH:47]([F:49])[F:48] |f:1.2|. Procedure: Diisopropylethylamine (0.30 ml) and O-(benzotriazol-1-yl)-N,N,N′,N′-tetramethyluronium tetrafluoroborate (276 mg) were added to an N,N-dimethylformamide (0.72 ml) solution of the 4-(5-chloro-4-(difluoromethyl)thiazol-2-yl)-1-methyl-1H-pyrazole-5-carboxylic acid (42 mg) obtained in (Example 1.7) <Step 2>. The obtained mixture was stirred in a nitrogen atmosphere at room temperature for 30 minutes. Thereafter, 2-phenylimidazo[1,2-a]pyridin-7-amine (30 mg) was added to the reaction solution, and th... The reactants are Cc1ccc(S(=O)(=O)OCC2Cc3cc(Cl)cc(-c4cc(F)ccc4F)c3O2)cc1, CN, Cl. Yields the product CNCC1Cc2cc(Cl)cc(-c3cc(F)ccc3F)c2O1. As a reaction SMILES: [CH3:2][c:3]1[cH:4][cH:5][c:6]([S:7]([O:8][CH2:13][CH:14]2[O:15][c:16]3[c:17]([cH:19][c:20]([Cl:31])[cH:21][c:22]3-[c:23]3[c:24]([F:30])[cH:25][cH:26][c:27]([F:29])[cH:28]3)[CH2:18]2)(=[O:9])=[O:10])[cH:11][cH:12]1.[CH3:32][NH2:33].[ClH:1]>>[CH2:13]([CH:14]1[O:15][c:16]2[c:17]([cH:19][c:20]([Cl:31])[cH:21][c:22]2-[c:23]2[c:24]([F:30])[cH:25][cH:26][c:27]([F:29])[cH:28]2)[CH2:18]1)[NH:33][CH3:32]. Starting materials: CC1=NN(C=C1B1OC(C(O1)(C)C)(C)C)C(=O)OC(C)(C)C (tert-butyl 3-methyl-4-(4,4,5,5-tetramethyl-1,3,2-dioxaborolan-2-yl)-1H-pyrazole-1-carboxylate), C([O-])([O-])=O.[Na+].[Na+] (sodium carbonate), 1,1′-bis(diphenylphosphino)ferrocenepalladium (II) dichloride dichloromethane, BrC1=CC(=C(S1)C(=O)N)NCC1=NC=CC=C1 (5-bromo-3-[(pyridin-2-ylmethyl)amino]thiophene-2-carboxamide), COC(C)(C)OC (2,2-dimethoxypropane), CC1(C2CCC1(C(=O)C2)CS(=O)(=O)O)C (CSA), [O-]S(=O)(=O)[O-].[Mg+2] (MgSO4), C(=O)(O)[O-].[Na+] (NaHCO3). Solvent: O (water), COCCOC (1,2-dimethoxyethane), CC(=O)N(C)C (DMA). Run at temperature 100 celsius, time 0.5 hour. Yields the product CC1(NC(C2=C(N1CC1=NC=CC=C1)C=C(S2)C=2C=NNC2C)=O)C (2,2-dimethyl-6-(5-methyl-1H-pyrazol-4-yl)-1-(pyridin-2-ylmethyl)-2,3-dihydrothieno[3,2-d]pyrimidin-4(1H)-one). The yield is 33.0%. RXN SMILES: Br[C:2]1[S:6][C:5]([C:7]([NH2:9])=[O:8])=[C:4]([NH:10][CH2:11][C:12]2[CH:17]=[CH:16][CH:15]=[CH:14][N:13]=2)[CH:3]=1.CO[C:20](OC)([CH3:22])[CH3:21].CC1(C)C2(CS(O)(=O)=O)C(CC1CC2)=O.[O-]S([O-])(=O)=O.[Mg+2].C([O-])(O)=O.[Na+].[CH3:51][C:52]1[C:56](B2OC(C)(C)C(C)(C)O2)=[CH:55][N:54](C(OC(C)(C)C)=O)[N:53]=1.C(=O)([O-])[O-].[Na+].[Na+]>O.COCCOC.CC(N(C)C)=O>[CH3:21][C:20]1([CH3:22])[N:10]([CH2:11][C:12]2[CH:17]=[CH:16][CH:15]=[CH:14][N:13]=2)[C:4]2[CH:3]=[C:2]([C:56]3[CH:55]=[N:54][NH:53][C:52]=3[CH3:51])[S:6][C:5]=2[C:7](=[O:8])[NH:9]1 |f:3.4,5.6,8.9.10|. Procedure: A mixture of 5-bromo-3-[(pyridin-2-ylmethyl)amino]thiophene-2-carboxamide (160 mg, 0.51 mmol), 2,2-dimethoxypropane (1.5 mL), CSA (12 mg, 0.051 mmol), MgSO4 (150 mg) and DMA (1.5 mL) was microwave-irradiated at 120° C. for 1 h. The mixture was poured into saturated aqueous NaHCO3. The organic materials were extracted with EtOAc. The combined extracts were washed with water and brine, dried over Na2SO4 and filtered. After removal of the solvent at reduced pressure, a brown solid was obtained. A f... Starting materials: [Cl-].O1C(CCCC1)=C[P+](C1=CC=CC=C1)(C1=CC=CC=C1)C1=CC=CC=C1 ([(tetrahydro-2H-pyran-2-ylidene)methyl] triphenylphosphonium chloride), C=1(C(=CC=CC1)C)C (xylene), C(C1=CC=CO1)=O (furfural), C=1(C(=CC=CC1)C)C (xylene). Run in C(C)(=O)OCC (ethyl acetate). The product is O1C(=CC=C1)C=CC(CCCCCl)=O (1-(2-furyl)7-chloro-1-hepten-3-one). As a reaction SMILES: [Cl-:1].[O:2]1[CH2:7][CH2:6][CH2:5][CH2:4][C:3]1=[CH:8][P+](C1C=CC=CC=1)(C1C=CC=CC=1)C1C=CC=CC=1.[CH:28](=O)[C:29]1[O:33][CH:32]=[CH:31][CH:30]=1.C1(C)C(C)=CC=CC=1>C(OCC)(=O)C>[O:33]1[CH:32]=[CH:31][CH:30]=[C:29]1[CH:28]=[CH:8][C:3](=[O:2])[CH2:4][CH2:5][CH2:6][CH2:7][Cl:1] |f:0.1|. Procedure details: 2 parts of [(tetrahydro-2H-pyran-2-ylidene)methyl] triphenylphosphonium chloride and 1 part of furfural were combined in 45 parts of xylene. This was maintained under a nitrogen atmosphere and was refluxed for about 24 hours to give a black solution. After cooling the reaction mixture to room temperature xylene was removed from this solution at a temperature of about 40°-60° C. under reduced pressure, leaving a product mixture. This mixture was seprated chromatographically on a silica column usi... Procedure: To a solution of N-(2-acetylamino-indan-5-yl)-2-bromo-benzamide (the title C compound; 0.150 g, 0.40 mmol) and 4-fluorobenzeneboronic acid (0.0.84 g, 0.60 mmol) in DME (7 mL) is added PdCl2(dppf) (0.010 g, 0.012 mmol) followed by K3PO4 (0.25 g, 1.20 mmol). The reaction mixture is degassed and heated at reflux under N2 atmosphere for 16 h. After cooling to room temperature, the reaction mixture is diluted with water and extracted with ethyl acetate. The organic layer is dried (MgSO4) and concentr... The product is C(C)(=O)NC1CC2=CC=C(C=C2C1)NC(=O)C=1C(=CC=CC1)C1=CC=C(C=C1)F (4′-fluorobiphenyl-2-carboxylic acid (2-acetylamino-indan-5-yl)-amide). Reagents/catalysts: C1=CC=C(C=C1)P([C-]2C=CC=C2)C3=CC=CC=C3.C1=CC=C(C=C1)P([C-]2C=CC=C2)C3=CC=CC=C3.Cl[Pd]Cl.[Fe+2] (PdCl2(dppf)). Reaction SMILES: [C:1]([NH:4][CH:5]1[CH2:13][C:12]2[C:7](=[CH:8][CH:9]=[C:10]([NH:14][C:15](=[O:23])[C:16]3[CH:21]=[CH:20][CH:19]=[CH:18][C:17]=3Br)[CH:11]=2)[CH2:6]1)(=[O:3])[CH3:2].[F:24][C:25]1[CH:30]=[CH:29][C:28](B(O)O)=[CH:27][CH:26]=1.[O-]P([O-])([O-])=O.[K+].[K+].[K+].C(OCC)(=O)C>COCCOC.C1C=CC(P(C2C=CC=CC=2)[C-]2C=CC=C2)=CC=1.C1C=CC(P(C2C=CC=CC=2)[C-]2C=CC=C2)=CC=1.Cl[Pd]Cl.[Fe+2]>[C:1]([NH:4][CH:5]1[CH2:13][C:12]2[C:7](=[CH:8][CH:9]=[C:10]([NH:14][C:15]([C:16]3[C:17]([C:28]4[CH:29]=[CH:30][C:25]([F:24])=[CH:26][CH:27]=4)=[CH:18][CH:19]=[CH:20][CH:21]=3)=[O:23])[CH:11]=2)[CH2:6]1)(=[O:3])[CH3:2] |f:2.3.4.5,8.9.10.11|. Starting materials: FC1=CC=C(C=C1)B(O)O (4-fluorobenzeneboronic acid), C(C)(=O)NC1CC2=CC=C(C=C2C1)NC(C1=C(C=CC=C1)Br)=O (N-(2-acetylamino-indan-5-yl)-2-bromo-benzamide), [O-]P(=O)([O-])[O-].[K+].[K+].[K+] (K3PO4), C(C)(=O)OCC (ethyl acetate). Solvent: COCCOC (DME).